describe an organic reaction: reactants, conditions, products, and yield From a dataset of the Open Reaction Database (ORD), a public repository of structured organic reaction records. The reactants are C(C)OC(=O)[C@H]1N(C[C@H](C1)NC(CC(C1=CC=CC=C1)C1=CC=CC=C1)=O)C(C1=CC=CC=C1)C1=CC=CC=C1 ((2S,4S)-1-benzhydryl-4-(3,3-diphenyl-propionylamino)-pyrrolidine-2-carboxylic acid ethyl ester), [Li+].[OH-] (LiOH). The solvent is C1CCOC1 (THF), CO (MeOH), O (water). Conditions: time 8 hour. The product is C(C1=CC=CC=C1)(C1=CC=CC=C1)N1[C@@H](C[C@@H](C1)NC(CC(C1=CC=CC=C1)C1=CC=CC=C1)=O)C(=O)O ((2S,4S)-1-benzhydryl-4-(3,3-diphenyl-propionylamino)-pyrrolidine-2-carboxylic acid). Yield: 47.6%. RXN SMILES: C([O:3][C:4]([C@@H:6]1[CH2:10][C@H:9]([NH:11][C:12](=[O:27])[CH2:13][CH:14]([C:21]2[CH:26]=[CH:25][CH:24]=[CH:23][CH:22]=2)[C:15]2[CH:20]=[CH:19][CH:18]=[CH:17][CH:16]=2)[CH2:8][N:7]1[CH:28]([C:35]1[CH:40]=[CH:39][CH:38]=[CH:37][CH:36]=1)[C:29]1[CH:34]=[CH:33][CH:32]=[CH:31][CH:30]=1)=[O:5])C.[Li+].[OH-]>C1COCC1.CO.O>[CH:28]([N:7]1[CH2:8][C@@H:9]([NH:11][C:12](=[O:27])[CH2:13][CH:14]([C:21]2[CH:26]=[CH:25][CH:24]=[CH:23][CH:22]=2)[C:15]2[CH:20]=[CH:19][CH:18]=[CH:17][CH:16]=2)[CH2:10][C@H:6]1[C:4]([OH:5])=[O:3])([C:29]1[CH:30]=[CH:31][CH:32]=[CH:33][CH:34]=1)[C:35]1[CH:36]=[CH:37][CH:38]=[CH:39][CH:40]=1 |f:1.2|. Reported procedure: To the solution of (2S,4S)-1-benzhydryl-4-(3,3-diphenyl-propionylamino)-pyrrolidine-2-carboxylic acid ethyl ester (37) (0.25 g, 0.5 mmol) in THF (15 ml), MeOH (5 ml) and water (5 ml) was added LiOH (0.1 g, 2.45 mmol), and the reaction mixture was stirred at room temperature overnight. The reaction was then concentrated under reduced pressure. The residue was neutralized with 2N HCl to pH˜2 and dissolved in ethyl acetate: water (10:1) (150 ml). The organic was washed with water (30 ml, 2×), dried... The reactants are Example 11B, C1(=CC=C(C=C1)S(=O)(=O)NCCCN(CCN(CCCNS(=O)(=O)C1=CC=C(C=C1)C)S(=O)(=O)C1=CC=C(C=C1)C)S(=O)(=O)C1=CC=C(C=C1)C)C (1,5,8,12-tetra(p-toluenesulfonyl)-1,5,8,12-tetraazadodecane), 3-(p-toluenesulfonyl)-3-azapentane-1,5-di-p-toluenesulfonate, Example 11A, [H-].[Na+] (sodium hydride). The solvent is CN(C)C=O (DMF), CN(C)C=O (DMF). Conditions: temperature 100 celsius, time 30 minute. The product is C1(=CC=C(C=C1)S(=O)(=O)N1CCN(CCN(CCCN(CCN(C1)S(=O)(=O)C1=CC=C(C=C1)C)S(=O)(=O)C1=CC=C(C=C1)C)S(=O)(=O)C1=CC=C(C=C1)C)S(=O)(=O)C1=CC=C(C=C1)C)C (1,4,7,11,14-Penta(p-toluenesulfonyl)-1,4,7,11,14-pentaazacyclopentadecane). Isolated yield 55.0%. Reaction SMILES: [C:1]1([CH3:52])[CH:6]=[CH:5][C:4]([S:7]([NH:10][CH2:11][CH2:12][CH2:13][N:14]([S:42]([C:45]2[CH:50]=[CH:49][C:48]([CH3:51])=[CH:47][CH:46]=2)(=[O:44])=[O:43])[CH2:15][CH2:16][N:17]([S:32]([C:35]2[CH:40]=[CH:39][C:38]([CH3:41])=[CH:37][CH:36]=2)(=[O:34])=[O:33])[CH2:18]CCNS(C2C=CC(C)=CC=2)(=O)=O)(=[O:9])=[O:8])=[CH:3][CH:2]=1.[H-].[Na+]>CN(C=O)C>[C:38]1([CH3:41])[CH:37]=[CH:36][C:35]([S:32]([N:17]2[CH2:18][N:17]([S:32]([C:35]3[CH:36]=[CH:37][C:38]([CH3:41])=[CH:39][CH:40]=3)(=[O:34])=[O:33])[CH2:16][CH2:15][N:14]([S:42]([C:45]3[CH:50]=[CH:49][C:48]([CH3:51])=[CH:47][CH:46]=3)(=[O:44])=[O:43])[CH2:13][CH2:12][CH2:11][N:10]([S:7]([C:4]3[CH:5]=[CH:6][C:1]([CH3:52])=[CH:2][CH:3]=3)(=[O:8])=[O:9])[CH2:12][CH2:13][N:14]([S:42]([C:45]3[CH:46]=[CH:47][C:48]([CH3:51])=[CH:49][CH:50]=3)(=[O:44])=[O:43])[CH2:15][CH2:16]2)(=[O:33])=[O:34])=[CH:40][CH:39]=1 |f:1.2|. Reported procedure: To a stirred solution of 1,5,8,12-tetra(p-toluenesulfonyl)-1,5,8,12-tetraazadodecane prepared as in Example 11A (36.9 g, 0.0467 mole) in anhydrous DMF (470 ml) was added sodium hydride (2.80 g--80% in mineral oil, 0.0933 mole) in portions under a dry nitrogen blanket. The resulting mixture was stirred for 30 minutes under a dry argon atmosphere. The solution was then heated to 100° C. and a solution of 3-(p-toluenesulfonyl)-3-azapentane-1,5-di-p-toluenesulfonate prepared as in Example 11B (26.5 ...